Dataset: the Open Reaction Database (ORD), a public repository of structured organic reaction records. Task: describe an organic reaction: reactants, conditions, products, and yield Starting materials: C(CCC)C=1N=C(NC(C1CC1=CC=C(C=C1)C=1C(=CC=CC1)C#N)=O)C (4′-[(4-butyl-2-methyl-6-oxo-1,6-dihydropyrimidin-5-yl)methyl]biphenyl-2-carbonitrile), C([O-])([O-])=O.[K+].[K+] (potassium carbonate), ClCC1=NOC(=N1)C1=CC=CC=C1 (3-(chloromethyl)-5-phenyl-1,2,4-oxadiazole), CN(C=O)C (N,N-dimethylformamide). The solvent is C(C)(=O)OCC (ethyl acetate). Reaction conditions: temperature 90 celsius, time 2 hour. Product: C(CCC)C=1N=C(N(C(C1CC1=CC=C(C=C1)C=1C(=CC=CC1)C#N)=O)CC1=NOC(=N1)C1=CC=CC=C1)C (4′-({4-butyl-2-methyl-6-oxo-1-[(5-phenyl-1,2,4-oxadiazol-3-yl)methyl]-1,6-dihydropyrimidin-5-yl}methyl)biphenyl-2-carbonitrile). Reaction SMILES: [CH2:1]([C:5]1[N:6]=[C:7]([CH3:27])[NH:8][C:9](=[O:26])[C:10]=1[CH2:11][C:12]1[CH:17]=[CH:16][C:15]([C:18]2[C:19]([C:24]#[N:25])=[CH:20][CH:21]=[CH:22][CH:23]=2)=[CH:14][CH:13]=1)[CH2:2][CH2:3][CH3:4].C(=O)([O-])[O-].[K+].[K+].Cl[CH2:35][C:36]1[N:40]=[C:39]([C:41]2[CH:46]=[CH:45][CH:44]=[CH:43][CH:42]=2)[O:38][N:37]=1.CN(C)C=O>C(OCC)(=O)C>[CH2:1]([C:5]1[N:6]=[C:7]([CH3:27])[N:8]([CH2:35][C:36]2[N:40]=[C:39]([C:41]3[CH:42]=[CH:43][CH:44]=[CH:45][CH:46]=3)[O:38][N:37]=2)[C:9](=[O:26])[C:10]=1[CH2:11][C:12]1[CH:17]=[CH:16][C:15]([C:18]2[C:19]([C:24]#[N:25])=[CH:20][CH:21]=[CH:22][CH:23]=2)=[CH:14][CH:13]=1)[CH2:2][CH2:3][CH3:4] |f:1.2.3|. Procedure details: A mixture of 4′-[(4-butyl-2-methyl-6-oxo-1,6-dihydropyrimidin-5-yl)methyl]biphenyl-2-carbonitrile (1.24 g), potassium carbonate (0.94 g), 3-(chloromethyl)-5-phenyl-1,2,4-oxadiazole (0.68 g) and N,N-dimethylformamide (20 mL) was stirred at 90° C. for 2 hr. The reaction mixture was diluted with ethyl acetate, washed with water and then with saturated brine, and dried over anhydrous magnesium sulfate. The solvent was evaporated under reduced pressure and the residue was purified by silica gel colum... Reactants: BrC=1C=CC(=C(C1)N)CS(=O)(=O)C ({5-bromo-2-[(methylsulfonyl)methyl]phenyl}amine), BrC=1C=CC(=C(C1)N)CS(=O)(=O)C ({5-bromo-2-[(methylsulfonyl)methyl]phenyl}amine), C1COCCOCCOCCOCCOCCO1 (18-Crown-6), C(C)(C)(C)ON=O (tert-butylnitrite), C(C)(=O)[O-].[K+] (potassium acetate), C(C)(=O)OC(C)=O (acetic anhydride). Solvent: C(Cl)(Cl)Cl (chloroform). The product is BrC1=CC=C2C(=NNC2=C1)S(=O)(=O)C (6-Bromo-3-(methylsulfonyl)-1H-indazole). Reaction SMILES: [Br:1][C:2]1[CH:3]=[CH:4][C:5]([CH2:9][S:10]([CH3:13])(=[O:12])=[O:11])=[C:6]([NH2:8])[CH:7]=1.C([O-])(=O)C.[K+].C(OC(=O)C)(=O)C.C1OCCOCCOCCOCCOCCOC1.C(O[N:49]=O)(C)(C)C>C(Cl)(Cl)Cl>[Br:1][C:2]1[CH:7]=[C:6]2[C:5]([C:9]([S:10]([CH3:13])(=[O:12])=[O:11])=[N:49][NH:8]2)=[CH:4][CH:3]=1 |f:1.2|. Procedure details: To a suspension of {5-bromo-2-[(methylsulfonyl)methyl]phenyl}amine (Intermediate 74) (0.26 g) in chloroform (8 ml) was added potassium acetate (0.11 g) and acetic anhydride (0.195 ml). The mixture was heated under nitrogen at reflux for 18 h. 18-Crown-6 (0.26 g) and tert-butylnitrite (0.35 ml) were added and the mixture was stirred at reflux for a further 88 h. The mixture was concentrated under vacuum and the residue was purified by column chromatography on silica eluting with cyclohexane:ethyl... Starting materials: C(CCC)N1C=NC=2N(C(NC(C12)=O)=O)CC (7-butyl-3-ethylxanthine), C([O-])([O-])=O.[K+].[K+] (potassium carbonate), BrCCCCCC(C)(C)O (1-bromo-6-hydroxy-6-methylheptane). Run in CN(C=O)C (dimethylformamide). The product is C(CCC)N1C=NC=2N(C(N(C(C12)=O)CCCCCC(C)(C)O)=O)CC (7-butyl-3-ethyl-1-(6-hydroxy-6-methylheptyl)-xanthine). RXN SMILES: [CH2:1]([N:5]1[C:13]2[C:12](=[O:14])[NH:11][C:10](=[O:15])[N:9]([CH2:16][CH3:17])[C:8]=2[N:7]=[CH:6]1)[CH2:2][CH2:3][CH3:4].C(=O)([O-])[O-].[K+].[K+].Br[CH2:25][CH2:26][CH2:27][CH2:28][CH2:29][C:30]([OH:33])([CH3:32])[CH3:31]>CN(C)C=O>[CH2:1]([N:5]1[C:13]2[C:12](=[O:14])[N:11]([CH2:25][CH2:26][CH2:27][CH2:28][CH2:29][C:30]([OH:33])([CH3:32])[CH3:31])[C:10](=[O:15])[N:9]([CH2:16][CH3:17])[C:8]=2[N:7]=[CH:6]1)[CH2:2][CH2:3][CH3:4] |f:1.2.3|. Procedure: 4.7 g of 7-butyl-3-ethylxanthine, 2.8 g of potassium carbonate, and 4.4 g of 1-bromo-6-hydroxy-6-methylheptane are stirred in 100 ml of dimethylformamide at 120° C. for 7 hours. The mixture is filtered hot with suction, the filtrate is concentrated under reduced pressure, the residue is taken up in chloroform, washed first with 2 N sodium hydroxide solution and then with water until neutral and dried over sodium sulphate, the solvent is distilled off under reduced pressure whereupon an oily crud... Reactants: COC1CCCN(c2ccc(N)cn2)C1, O=C(O)c1nc(-c2ccccc2)oc1C(F)(F)F. Yields the product COC1CCCN(c2ccc(NC(=O)c3nc(-c4ccccc4)oc3C(F)(F)F)cn2)C1. Reaction SMILES: [CH3:19][O:20][CH:21]1[CH2:22][N:23]([c:27]2[n:28][cH:29][c:30]([NH2:33])[cH:31][cH:32]2)[CH2:24][CH2:25][CH2:26]1.[c:1]1(-[c:7]2[o:8][c:9]([C:15]([F:16])([F:17])[F:18])[c:10]([C:12](=[O:13])[OH:14])[n:11]2)[cH:2][cH:3][cH:4][cH:5][cH:6]1>>[c:1]1(-[c:7]2[o:8][c:9]([C:15]([F:16])([F:17])[F:18])[c:10]([C:12](=[O:14])[NH:33][c:30]3[cH:29][n:28][c:27]([N:23]4[CH2:22][CH:21]([O:20][CH3:19])[CH2:26][CH2:25][CH2:24]4)[cH:32][cH:31]3)[n:11]2)[cH:2][cH:3][cH:4][cH:5][cH:6]1.